Dataset: the Open Reaction Database (ORD), a public repository of structured organic reaction records. Task: describe an organic reaction: reactants, conditions, products, and yield Reactants: CC(C)(C)O, CS(=O)(=O)c1cc(C(CC=O)NC(=O)c2cncc3c2cnn3-c2ccc(F)cc2)ccn1, CC=C(C)C, [O-][Cl+][O-], [Na+], [Na+], O, O, O=P([O-])(O)O. Product: CS(=O)(=O)c1cc(C(CC(=O)O)NC(=O)c2cncc3c2cnn3-c2ccc(F)cc2)ccn1. Reaction SMILES: [C:50]([OH:51])([CH3:52])([CH3:53])[CH3:54].[CH3:1][S:2](=[O:3])(=[O:4])[c:5]1[n:6][cH:7][cH:8][c:9]([CH:11]([CH2:12][CH:13]=[O:14])[NH:15][C:16](=[O:17])[c:18]2[c:19]3[c:20]([cH:21][n:22][cH:23]2)[n:24](-[c:27]2[cH:28][cH:29][c:30]([F:33])[cH:31][cH:32]2)[n:25][cH:26]3)[cH:10]1.[CH3:34][C:35](=[CH:36][CH3:37])[CH3:38].[Cl+:39]([O-:40])[O-:41].[Na+:42].[Na+:49].[OH2:43].[OH2:55].[P:44]([O-:45])([OH:46])([OH:47])=[O:48]>>[CH3:1][S:2](=[O:3])(=[O:4])[c:5]1[n:6][cH:7][cH:8][c:9]([CH:11]([CH2:12][C:13](=[O:14])[OH:40])[NH:15][C:16](=[O:17])[c:18]2[c:19]3[c:20]([cH:21][n:22][cH:23]2)[n:24](-[c:27]2[cH:28][cH:29][c:30]([F:33])[cH:31][cH:32]2)[n:25][cH:26]3)[cH:10]1. Reactants: [O-2].[Eu+3].[O-2].[O-2].[Eu+3] (europium oxide), [N+](=O)(O)[O-] (nitric acid). Run at time 1 hour. Product: [N+](=O)([O-])[O-].[Eu+3].[N+](=O)([O-])[O-].[N+](=O)([O-])[O-] (europium nitrate). The yield is 65.0%. Reaction SMILES: [O-2].[Eu+3:2].[O-2].[O-2].[Eu+3].[N+:6]([O-:9])([OH:8])=[O:7]>>[N+:6]([O-:9])([O-:8])=[O:7].[Eu+3:2].[N+:6]([O-:9])([O-:8])=[O:7].[N+:6]([O-:9])([O-:8])=[O:7] |f:0.1.2.3.4,6.7.8.9|. Procedure details: Slightly excess europium oxide was dissolved in concentrated nitric acid under heating to effect the reaction. After 1 hour, the reaction liquid was filtered and the filtrate was cooled to precipitate crystalline europium nitrate. Yield: 65%. Starting materials: BrC1=CC2=C(C=3N(CCO2)C=C(N3)C3=NC(=NN3C3=C(C=CC=C3)Cl)NC(O)=O)C=C1 (5-(9-Bromo-5,6-dihydrobenzo[f]imidazo[1,2-d][1,4]oxazepin-2-yl)-1-(2-chlorophenyl)-1H-1,2,4-triazol-3-ylcarbamic acid), ClC1=CC=C(C=C1)B(O)O (4-chlorophenylboronic acid), C(=O)([O-])[O-].[Cs+].[Cs+] (Cs2CO3). Reagents/catalysts: C1=CC=C(C=C1)P([C-]2C=CC=C2)C3=CC=CC=C3.C1=CC=C(C=C1)P([C-]2C=CC=C2)C3=CC=CC=C3.Cl[Pd]Cl.[Fe+2] (Pd(dppf)Cl2). The solvent is O1CCOCC1.O (dioxane H2O). Conditions: temperature 120 celsius, time 4 hour. The product is ClC1=C(C=CC=C1)N1N=C(N=C1C=1N=C2N(CCOC3=C2C=CC(=C3)C3=CC=C(C=C3)Cl)C1)NC(O)=O (1-(2-chlorophenyl)-5-(9-(4-chlorophenyl)-5,6-dihydrobenzo[f]imidazo[1,2-d][1,4]oxazepin-2-yl)-1H-1,2,4-triazol-3-ylcarbamic acid). Isolated yield 42.2%. As a reaction SMILES: Br[C:2]1[CH:31]=[CH:30][C:5]2[C:6]3[N:7]([CH:11]=[C:12]([C:14]4[N:18]([C:19]5[CH:24]=[CH:23][CH:22]=[CH:21][C:20]=5[Cl:25])[N:17]=[C:16]([NH:26][C:27](=[O:29])[OH:28])[N:15]=4)[N:13]=3)[CH2:8][CH2:9][O:10][C:4]=2[CH:3]=1.[Cl:32][C:33]1[CH:38]=[CH:37][C:36](B(O)O)=[CH:35][CH:34]=1.C([O-])([O-])=O.[Cs+].[Cs+]>O1CCOCC1.O.C1C=CC(P(C2C=CC=CC=2)[C-]2C=CC=C2)=CC=1.C1C=CC(P(C2C=CC=CC=2)[C-]2C=CC=C2)=CC=1.Cl[Pd]Cl.[Fe+2]>[Cl:25][C:20]1[CH:21]=[CH:22][CH:23]=[CH:24][C:19]=1[N:18]1[C:14]([C:12]2[N:13]=[C:6]3[C:5]4[CH:30]=[CH:31][C:2]([C:36]5[CH:37]=[CH:38][C:33]([Cl:32])=[CH:34][CH:35]=5)=[CH:3][C:4]=4[O:10][CH2:9][CH2:8][N:7]3[CH:11]=2)=[N:15][C:16]([NH:26][C:27](=[O:29])[OH:28])=[N:17]1 |f:2.3.4,5.6,7.8.9.10|. Reported procedure: 5-(9-Bromo-5,6-dihydrobenzo[f]imidazo[1,2-d][1,4]oxazepin-2-yl)-1-(2-chlorophenyl)-1H-1,2,4-triazol-3-ylcarbamic acid (600 mg, 1.2 mmol), 4-chlorophenylboronic acid (374 mg, 2.4 mmol), Pd(dppf)Cl2(97.9 mg, 0.12 mmol) and Cs2CO3 (469 mg, 1.44 mmol) were dissolved in dioxane/H2O (3:1, 30 ml). The resulting mixture was bubbled with N2 for 10 min and then sealed to stir at 120° C. for 4 h under N2. The reaction mixture was filtered. The filtrate was concentrated and purified by HPLC to give 1-(2-chl... The reactants are COC1=C(C=C(C=C1)C=1C=NC=CC1)[N+](=O)[O-] (3-[4-(methyloxy)-3-nitrophenyl]pyridine), C(CC)I (propyliodide). The solvent is CC(C(C)(C)C)=O (pinacolone). Run at temperature 95 celsius, time 8 hour. Yields the product [I-].COC1=C(C=C(C=C1)C=1C=[N+](C=CC1)CCC)[N+](=O)[O-] (3-[4-(methyloxy)-3-nitrophenyl]-1-propylpyridinium iodide). As a reaction SMILES: [CH3:1][O:2][C:3]1[CH:8]=[CH:7][C:6]([C:9]2[CH:10]=[N:11][CH:12]=[CH:13][CH:14]=2)=[CH:5][C:4]=1[N+:15]([O-:17])=[O:16].[CH2:18]([I:21])[CH2:19][CH3:20]>CC(=O)C(C)(C)C>[I-:21].[CH3:1][O:2][C:3]1[CH:8]=[CH:7][C:6]([C:9]2[CH:10]=[N+:11]([CH2:18][CH2:19][CH3:20])[CH:12]=[CH:13][CH:14]=2)=[CH:5][C:4]=1[N+:15]([O-:17])=[O:16] |f:3.4|. Procedure details: To pinacolone (50 mL, Aldrich) was added 3-[4-(methyloxy)-3-nitrophenyl]pyridine (3.5 g, 15.22 mmol) and propyliodide (10.46 g, 61.52 mmol, Fluke). The reaction was stirred at 95° C. overnight. The solvent was decanted and the remaining solids were dried under reduced pressure overnight to provide 3-[4-(methyloxy)-3-nitrophenyl]-1-propylpyridinium iodide, which was use for the next reaction without further purification. The reactants are Clc1ccc(CCBr)cc1, COc1cc(Sc2nc3c(N)ncnc3[nH]2)cc(OC)c1OC. The product is COc1cc(Sc2nc3c(N)ncnc3n2CCc2ccc(Cl)cc2)cc(OC)c1OC. As a reaction SMILES: [Br:24][CH2:25][CH2:26][c:27]1[cH:28][cH:29][c:30]([Cl:33])[cH:31][cH:32]1.[CH3:1][O:2][c:3]1[cH:4][c:5]([S:13][c:14]2[nH:15][c:16]3[n:17][cH:18][n:19][c:20]([NH2:23])[c:21]3[n:22]2)[cH:6][c:7]([O:11][CH3:12])[c:8]1[O:9][CH3:10]>>[CH3:1][O:2][c:3]1[cH:4][c:5]([S:13][c:14]2[n:15]([CH2:25][CH2:26][c:27]3[cH:28][cH:29][c:30]([Cl:33])[cH:31][cH:32]3)[c:16]3[n:17][cH:18][n:19][c:20]([NH2:23])[c:21]3[n:22]2)[cH:6][c:7]([O:11][CH3:12])[c:8]1[O:9][CH3:10].